From a dataset of the Open Reaction Database (ORD), a public repository of structured organic reaction records. describe an organic reaction: reactants, conditions, products, and yield Reactants: C(C1=CC=CC=C1)N1C(C(=CC(=C1)C1=CC=C(C=C1)C1=CC=CC2=C1OC1=C2C=CC=C1)[N+](=O)[O-])=O (1-benzyl-5-(4-dibenzofuran-4-yl-phenyl)-3-nitro-1H-pyridin-2-one). Reagents/catalysts: [Pd] (Pd—C). Solvent: C(C)O (ethanol), CN(C)C=O (DMF), O (water), C(C)(=O)OCC (ethyl acetate). Conditions: time 2 hour. The product is NC=1C(N(C=C(C1)C1=CC=C(C=C1)C1=CC=CC2=C1OC1=C2C=CC=C1)CC1=CC=CC=C1)=O (3-amino-1-benzyl-5-(4-dibenzofuran-4-yl-phenyl)-1H-pyridin-2-one). Reaction SMILES: [CH2:1]([N:8]1[CH:13]=[C:12]([C:14]2[CH:19]=[CH:18][C:17]([C:20]3[C:25]4[O:26][C:27]5[CH:32]=[CH:31][CH:30]=[CH:29][C:28]=5[C:24]=4[CH:23]=[CH:22][CH:21]=3)=[CH:16][CH:15]=2)[CH:11]=[C:10]([N+:33]([O-])=O)[C:9]1=[O:36])[C:2]1[CH:7]=[CH:6][CH:5]=[CH:4][CH:3]=1>C(O)C.CN(C=O)C.O.C(OCC)(=O)C.[Pd]>[NH2:33][C:10]1[C:9](=[O:36])[N:8]([CH2:1][C:2]2[CH:7]=[CH:6][CH:5]=[CH:4][CH:3]=2)[CH:13]=[C:12]([C:14]2[CH:19]=[CH:18][C:17]([C:20]3[C:25]4[O:26][C:27]5[CH:32]=[CH:31][CH:30]=[CH:29][C:28]=5[C:24]=4[CH:23]=[CH:22][CH:21]=3)=[CH:16][CH:15]=2)[CH:11]=1. Reported procedure: 1-benzyl-5-(4-dibenzofuran-4-yl-phenyl)-3-nitro-1H-pyridin-2-one (100 mg, 0.212 mmol) was dissolved in hot 50% ethanol in DMF (8 mL) and cooled to room temperature. 10% Pd—C (10 mg) was added and the solution was shaken on a Parr hydrogenator with 60 psi H2 for 2 h. The resulting mixture was diluted with water (30 mL) and ethyl acetate (70 mL), separated and extracted with ethyl acetate (100 mL). The combined organic layers were washed with sat'd aq NaCl, dried over anhydrous MgSO4, filtered and... Reactants: FC(C(=O)O)(F)F (trifluoroacetic acid), FC(OC=1C=NC=2N(C1)N=CC2C=2C=C(SC2CC)C(=O)N[C@@H]2[C@@H](CCCC2(F)F)NC(OC(C)(C)C)=O)F (tert-Butyl {(1R,2R)-2-[({4-[6-(difluoromethoxy)pyrazolo[1,5-a]pyrimidin-3-yl]-5-ethylthiophen-2-yl}carbonyl)amino]-3,3-difluorocyclohexyl}carbamate), [OH-].[Na+] (NaOH). The solvent is ClCCl (dichloromethane). Product: N[C@@H]1CCCC([C@@H]1NC(=O)C=1SC(=C(C1)C=1C=NN2C1N=CC(=C2)OC(F)F)CC)(F)F (N-[(1R,6R)-6-Amino-2,2-difluorocyclohexyl]-4-[6-(difluoromethoxy)pyrazolo[1,5-a]pyrimidin-3-yl]-5-ethylthiophene-2-carboxamide). Conditions: time 2 hour. Procedure details: tert-Butyl {(1R,2R)-2-[({4-[6-(difluoromethoxy)pyrazolo[1,5-a]pyrimidin-3-yl]-5-ethylthiophen-2-yl}carbonyl)amino]-3,3-difluorocyclohexyl}carbamate (0.037 g, 0.064 mmol) was dissolved in dichloromethane (0.639 mL) and trifluoroacetic acid (0.250 mL, 3.24 mmol) was added. The reaction was stirred at room temperature for 2 h. 5N NaOH (aq) was added and extracted 3× with dichloromethane. The organic layers were combined, dried with sodium sulfate, filtered, and concentrated. The material was purifi... As a reaction SMILES: [F:1][CH:2]([F:39])[O:3][C:4]1[CH:5]=[N:6][C:7]2[N:8]([N:10]=[CH:11][C:12]=2[C:13]2[CH:14]=[C:15]([C:20]([NH:22][C@H:23]3[C:28]([F:30])([F:29])[CH2:27][CH2:26][CH2:25][C@H:24]3[NH:31]C(=O)OC(C)(C)C)=[O:21])[S:16][C:17]=2[CH2:18][CH3:19])[CH:9]=1.FC(F)(F)C(O)=O.[OH-].[Na+]>ClCCl>[NH2:31][C@H:24]1[C@@H:23]([NH:22][C:20]([C:15]2[S:16][C:17]([CH2:18][CH3:19])=[C:13]([C:12]3[CH:11]=[N:10][N:8]4[CH:9]=[C:4]([O:3][CH:2]([F:1])[F:39])[CH:5]=[N:6][C:7]=34)[CH:14]=2)=[O:21])[C:28]([F:29])([F:30])[CH2:27][CH2:26][CH2:25]1 |f:2.3|. The reactants are FC1=C(C=C(C=C1)Cl)C(C#N)O (2-(2-Fluoro-5-chlorophenyl)-2-hydroxyacetonitrile), CO (MeOH), Cl (HCl). Solvent: C(C)OCC (diethyl ether), O1CCOCC1 (dioxane). Conditions: temperature 0 celsius, time 30 minute. Yields the product Cl.ClC=1C=CC(=C(C1)C(C(OC)=N)O)F (methyl 2-(5-chloro-2-fluorophenyl)-2-hydroxyacetimidate HCl salt). Reaction SMILES: [F:1][C:2]1[CH:7]=[CH:6][C:5]([Cl:8])=[CH:4][C:3]=1[CH:9]([OH:12])[C:10]#[N:11].[CH3:13][OH:14].Cl>C(OCC)C.O1CCOCC1>[ClH:8].[Cl:8][C:5]1[CH:6]=[CH:7][C:2]([F:1])=[C:3]([CH:9]([OH:12])[C:10](=[NH:11])[O:14][CH3:13])[CH:4]=1 |f:5.6|. Procedure: To 121A (640 mg, 3.48 mmol) in anhydrous diethyl ether (115 mL) at 0° C. was added MeOH (1.4 mL) and 4.0 N HCl in dioxane (3.5 mL). The mixture was stirred at 0° C. for 30 min and then at rt for 4 h. The solvent was removed to give methyl 2-(5-chloro-2-fluorophenyl)-2-hydroxyacetimidate HCl salt. To this salt in CH2Cl2 (10 mL) was added H2O (10 mL). The mixture was stirred at rt for 30 min, then extracted with CH2Cl2 (2×50 mL). The combined organic extracts were dried and concentrated. The crude... Reaction SMILES: [CH:1]1([C:6]([C:13]#[C:14][C:15]2[CH:20]=[CH:19][CH:18]=[CH:17][CH:16]=2)([OH:12])[C:7]([O:9][CH2:10][CH3:11])=[O:8])[CH2:5][CH2:4][CH2:3][CH2:2]1.[CH3:21][N:22]1[CH2:27]CC(O)[CH2:24][CH2:23]1.[Na].C1(C)C=CC=CC=1>CCCCCC.CCOCC>[CH:1]1([C:6]([C:13]#[C:14][C:15]2[CH:20]=[CH:19][CH:18]=[CH:17][CH:16]=2)([OH:12])[C:7]([O:9][CH:10]2[CH2:24][CH2:23][N:22]([CH3:27])[CH2:21][CH2:11]2)=[O:8])[CH2:5][CH2:4][CH2:3][CH2:2]1 |^1:28|. Procedure details: The reaction of ethyl α-cyclopentyl-α-phenylethynylglycolate (5.4 g., 0.02 mole), 1-methyl-4-piperidinol (3.5 g., 0.03 mole) and sodium (~0.05 g.) in about 85 ml. of toluene was carried out essentially as described in the preceding preparation. However, no solid precipitated upon the addition of 20°-40° petroleum ether at the end of the reflux period. The reaction mixture therefore was poured on ice and HCl and extracted with ether. The ether extracts were washed with dilute HCl. The washings an... Product: C1(CCCC1)C(C(=O)OC1CCN(CC1)C)(O)C#CC1=CC=CC=C1 (1-Methyl-4-piperidyl α-Cyclopentyl-α-phenylethynylglycolate). The solvent is CCCCCC (hexane), CCOCC (ether), CCCCCC (hexane). The reactants are C1(CCCC1)C(C(=O)OCC)(O)C#CC1=CC=CC=C1 (ethyl α-cyclopentyl-α-phenylethynylglycolate), CN1CCC(CC1)O (1-methyl-4-piperidinol), [Na] (sodium), C1(=CC=CC=C1)C (toluene), crude product. The yield is 93.4%. Reaction SMILES: [C:1]([NH2:7])([NH2:6])=[N:2][C:3](N)=[NH:4].[C:8]1([N:14]=[C:15]=[S:16])[CH:13]=[CH:12][CH:11]=[CH:10][CH:9]=1>CN(C)C=O>[NH2:7][C:1]1[N:2]=[C:3]([NH2:4])[N:14]([C:8]2[CH:13]=[CH:12][CH:11]=[CH:10][CH:9]=2)[C:15](=[S:16])[N:6]=1. Product: NC1=NC(N(C(=N1)N)C1=CC=CC=C1)=S (4,6-diamino-1-phenyl-S-triazine-2-thione). Conditions: time 30 minute. The reactants are C(=NC(=N)N)(N)N (diguanide), C1(=CC=CC=C1)N=C=S (phenyl isothiocyanate), ice water. Solvent: CN(C=O)C (dimethylformamide). Reported procedure: To 25 ml of dry dimethylformamide were dissolved 2.0 g of diguanide and 2.7 g of phenyl isothiocyanate and the solution was placed at 40°~50° C. for 30 minutes. The solution was added to 200 ml of ice water to produce white precipitates, which subsequently was filtered and dried to obtain 4.05 g of the title compound having the characteristics of: The reactants are CC(C)([O-])C.[K+] (potassium t-butoxide), C1(=CC=CC=C1)CN1N=CN=C1 (N-(phenylmethyl)-1H-1,2,4-triazole), C1(=CC=CC=C1)C=NC1=CC=CC=C1 (N-(phenylmethylene)benzenamine), ice. The solvent is CN(C)C=O (DMF), CN(C)C=O (DMF). Yields the product C1(=CC=CC=C1)C#CC1=CC=CC=C1 (Diphenylacetylene). Yield: 11.0%. As a reaction SMILES: CC(C)([O-])C.[K+].[C:7]1([CH2:13]N2C=NC=N2)[CH:12]=[CH:11][CH:10]=[CH:9][CH:8]=1.[C:19]1([CH:25]=NC2C=CC=CC=2)[CH:24]=[CH:23][CH:22]=[CH:21][CH:20]=1>CN(C=O)C>[C:7]1([C:13]#[C:25][C:19]2[CH:24]=[CH:23][CH:22]=[CH:21][CH:20]=2)[CH:12]=[CH:11][CH:10]=[CH:9][CH:8]=1 |f:0.1|. Procedure details: To potassium t-butoxide (5.6 g, 50 mmol) in DMF (40 mL) at 75° C. was added N-(phenylmethyl)-1H-1,2,4-triazole (1.59 g, 10 mmol) and N-(phenylmethylene)benzenamine (1.81 g, 10 mmol) dissolved in DMF (10 mL). After 30 minutes the solution is poured into ice-cold water (150 mL), extracted with CHCl3 (3×50 mL) and chromatographed (PE). Diphenylacetylene was obtained in 11% yield.